From a dataset of the Open Reaction Database (ORD), a public repository of structured organic reaction records. describe an organic reaction: reactants, conditions, products, and yield Starting materials: CC(=O)OC(C)=O, CC(=O)O, CC(C)c1ccc(CC(=NO)C(=O)O)c([N+](=O)[O-])c1. Product: CC(C)c1ccc(CC#N)c([N+](=O)[O-])c1. As a reaction SMILES: [CH3:1][C:2]([O:3][C:4](=[O:5])[CH3:6])=[O:7].[CH3:27][C:28](=[O:29])[OH:30].[OH:8][N:9]=[C:10]([C:11]([OH:12])=[O:13])[CH2:14][c:15]1[c:16]([N+:24](=[O:25])[O-:26])[cH:17][c:18]([CH:21]([CH3:22])[CH3:23])[cH:19][cH:20]1>>[N:9]#[C:10][CH2:14][c:15]1[c:16]([N+:24](=[O:25])[O-:26])[cH:17][c:18]([CH:21]([CH3:22])[CH3:23])[cH:19][cH:20]1. Reactants: Cl.CN(C)CC1C(C2=CC=C(C=C2C1)OC(F)(F)F)=O (2-Dimethylaminomethyl-5-trifluoromethoxy-indan-1-one hydrochloride), [OH-].[Na+] (sodium hydroxide). The solvent is O (water). Yields the product CN(C)CC1C(C2=CC=C(C=C2C1)OC(F)(F)F)=O (2-Dimethylaminomethyl-5-trifluoromethoxy-indan-1-one). Reaction SMILES: Cl.[CH3:2][N:3]([CH2:5][CH:6]1[CH2:14][C:13]2[C:8](=[CH:9][CH:10]=[C:11]([O:15][C:16]([F:19])([F:18])[F:17])[CH:12]=2)[C:7]1=[O:20])[CH3:4].[OH-].[Na+]>O>[CH3:4][N:3]([CH2:5][CH:6]1[CH2:14][C:13]2[C:8](=[CH:9][CH:10]=[C:11]([O:15][C:16]([F:19])([F:17])[F:18])[CH:12]=2)[C:7]1=[O:20])[CH3:2] |f:0.1,2.3|. Procedure: 14 g of the product from step 3 were dissolved in water; the solution was adjusted to pH 12 with 32% sodium hydroxide solution, while cooling with ice, and extracted three times with dichloromethane, and the combined organic phases were dried over magnesium sulfate, filtered and concentrated in vacuo. The reactants are C(C1=CC=CC=C1)OC(NC[C@@H]([C@H](C#CC)O)NC(CC(NC1=CC(=CC(=C1)C(F)(F)F)C(N(C)C)=O)=O)=O)=O ({(2S,3S)-2-[2-(3-dimethylcarbamoyl-5-trifluoromethyl-phenylcarbamoyl)-acetylamino]-3-hydroxy-hex-4-ynyl}-carbamic acid benzyl ester), resultant solution, CC1=C(C=O)C=CC(=C1)C (2,4-dimethylbenzaldehyde), C(#N)[BH3-].[Na+] (sodium cyanoborohydride). The reagents and catalysts are [Pd] (Pd/C). The solvent is CO (MeOH). Conditions: time 12 hour. Product: CC1=C(CNC[C@@H]([C@H](CCC)O)NC(CC(=O)NC2=CC(=CC(=C2)C(F)(F)F)C(N(C)C)=O)=O)C=CC(=C1)C (N-{(1S,2S)-1-[(2,4-Dimethyl-benzylamino)-methyl]-2-hydroxy-pentyl}-N′-(3-dimethylcarbamoyl-5-trifluoromethyl-phenyl)-malonamide). RXN SMILES: C(O[C:9](=O)[NH:10][CH2:11][C@H:12]([NH:18][C:19](=[O:39])[CH2:20][C:21](=[O:38])[NH:22][C:23]1[CH:28]=[C:27]([C:29]([F:32])([F:31])[F:30])[CH:26]=[C:25]([C:33](=[O:37])[N:34]([CH3:36])[CH3:35])[CH:24]=1)[C@@H:13]([OH:17])[C:14]#[C:15][CH3:16])C1C=CC=CC=1.[CH3:41][C:42]1[CH:49]=[C:48]([CH3:50])[CH:47]=[CH:46][C:43]=1C=O.C([BH3-])#N.[Na+]>CO.[Pd]>[CH3:41][C:42]1[CH:49]=[C:48]([CH3:50])[CH:47]=[CH:46][C:43]=1[CH2:9][NH:10][CH2:11][C@H:12]([NH:18][C:19](=[O:39])[CH2:20][C:21]([NH:22][C:23]1[CH:28]=[C:27]([C:29]([F:30])([F:32])[F:31])[CH:26]=[C:25]([C:33](=[O:37])[N:34]([CH3:35])[CH3:36])[CH:24]=1)=[O:38])[C@@H:13]([OH:17])[CH2:14][CH2:15][CH3:16] |f:2.3|. Reported procedure: A solution of {(2S,3S)-2-[2-(3-dimethylcarbamoyl-5-trifluoromethyl-phenylcarbamoyl)-acetylamino]-3-hydroxy-hex-4-ynyl}-carbamic acid benzyl ester (186 mg, 0.33 mmol) in MeOH (6 mL) was charged with 5% Pd/C, Degussa style (37 mg), stirred under H2 (1 atm) for 12 h at RT, filtered, and concentrated in vacuo. The residue was dissolved in MeOH (6 mL). The resultant solution was charged sequentially with 2,4-dimethylbenzaldehyde (46 mg, 0.33 mmol) and sodium cyanoborohydride (25 mg, 0.4 mmol), stirre... Starting materials: CC(C)(C)C(=O)Cl, N#Cc1nn(-c2c(Cl)cc(C(F)(F)F)cc2Cl)c(O)c1SC(F)(F)F, ClCCCl, c1ccncc1. Product: CC(C)(C)C(=O)Oc1c(SC(F)(F)F)c(C#N)nn1-c1c(Cl)cc(C(F)(F)F)cc1Cl. RXN SMILES: [CH3:32][C:33]([C:34](=[O:35])[Cl:36])([CH3:37])[CH3:38].[Cl:1][c:2]1[c:3](-[n:13]2[n:14][c:15]([C:24]#[N:25])[c:16]([S:19][C:20]([F:21])([F:22])[F:23])[c:17]2[OH:18])[c:4]([Cl:12])[cH:5][c:6]([C:8]([F:9])([F:10])[F:11])[cH:7]1.[Cl:39][CH2:40][CH2:41][Cl:42].[cH:26]1[cH:27][cH:28][n:29][cH:30][cH:31]1>>[Cl:1][c:2]1[c:3](-[n:13]2[n:14][c:15]([C:24]#[N:25])[c:16]([S:19][C:20]([F:21])([F:22])[F:23])[c:17]2[O:18][C:34]([C:33]([CH3:32])([CH3:37])[CH3:38])=[O:35])[c:4]([Cl:12])[cH:5][c:6]([C:8]([F:9])([F:10])[F:11])[cH:7]1.